This data is from the Open Reaction Database (ORD), a public repository of structured organic reaction records. The task is: describe an organic reaction: reactants, conditions, products, and yield The product is COc1ccc(N)c(CN(C)C2CCCCC2)c1. RXN SMILES: [CH2:24]([Cl:25])[Cl:26].[CH3:16][NH:17][CH:18]1[CH2:19][CH2:20][CH2:21][CH2:22][CH2:23]1.[NH2:1][c:2]1[c:3]([CH2:4][OH:5])[cH:6][c:7]([O:10][CH3:11])[cH:8][cH:9]1.[S:12]([Cl:13])([Cl:14])=[O:15]>>[NH2:1][c:2]1[c:3]([CH2:4][N:17]([CH3:16])[CH:18]2[CH2:19][CH2:20][CH2:21][CH2:22][CH2:23]2)[cH:6][c:7]([O:10][CH3:11])[cH:8][cH:9]1. The reactants are ClCCl, CNC1CCCCC1, COc1ccc(N)c(CO)c1, O=S(Cl)Cl. Product: CN1C(=O)C(C)(C)c2ccc(O)cc21. As a reaction SMILES: [BrH:16].[CH3:17][C:18](=[O:19])[OH:20].[CH3:1][O:2][c:3]1[cH:4][cH:5][c:6]2[c:10]([cH:11]1)[N:9]([CH3:12])[C:8](=[O:13])[C:7]2([CH3:14])[CH3:15]>>[OH:2][c:3]1[cH:4][cH:5][c:6]2[c:10]([cH:11]1)[N:9]([CH3:12])[C:8](=[O:13])[C:7]2([CH3:14])[CH3:15]. Starting materials: Br, CC(=O)O, COc1ccc2c(c1)N(C)C(=O)C2(C)C. The product is COC=1C=C(C=CC1[N+](=O)[O-])N1CCC2(OCCO2)CC1 (8-(3-methoxy-4-nitrophenyl)-1,4-dioxa-8-azaspiro[4.5]decane). Reactants: FC1=CC(=C(C=C1)[N+](=O)[O-])OC (4-fluoro-2-methoxy-1-nitrobenzene), C([O-])([O-])=O.[K+].[K+] (potassium carbonate), CN(C=O)C (N,N-dimethylformamide), O1CCOC12CCNCC2 (1,4-dioxa-8-azaspiro[4.5]decane). Reaction conditions: temperature 70 celsius, time 8 hour. Run in O (water). Procedure details: To a mixture of 4-fluoro-2-methoxy-1-nitrobenzene (5 g), potassium carbonate (10 g) and N,N-dimethylformamide (50 mL), 1,4-dioxa-8-azaspiro[4.5]decane (5 g) was added and stirred overnight at 70° C. The reaction mixture was diluted with water (150 mL), and the precipitated solid was collected by filtration and washed with diethyl ether to give 8-(3-methoxy-4-nitrophenyl)-1,4-dioxa-8-azaspiro[4.5]decane (7.86 g) as a light-yellow solid. Yield: 91.4%. As a reaction SMILES: F[C:2]1[CH:7]=[CH:6][C:5]([N+:8]([O-:10])=[O:9])=[C:4]([O:11][CH3:12])[CH:3]=1.C(=O)([O-])[O-].[K+].[K+].CN(C)C=O.[O:24]1[C:28]2([CH2:33][CH2:32][NH:31][CH2:30][CH2:29]2)[O:27][CH2:26][CH2:25]1>O>[CH3:12][O:11][C:4]1[CH:3]=[C:2]([N:31]2[CH2:32][CH2:33][C:28]3([O:27][CH2:26][CH2:25][O:24]3)[CH2:29][CH2:30]2)[CH:7]=[CH:6][C:5]=1[N+:8]([O-:10])=[O:9] |f:1.2.3|. The reactants are CCCc1cc(CCC=O)nn1C(C)(C)C, Cc1cccc(N2CCNCC2C)c1, CCN(C(C)C)C(C)C. Yields the product CCCc1cc(CCCN2CCN(c3cccc(C)c3)C(C)C2)nn1C(C)(C)C. As a reaction SMILES: [C:1]([CH3:2])([CH3:3])([CH3:4])[n:5]1[n:6][c:7]([CH2:13][CH2:14][CH:15]=[O:16])[cH:8][c:9]1[CH2:10][CH2:11][CH3:12].[CH3:17][CH:18]1[N:19]([c:24]2[cH:25][c:26]([CH3:30])[cH:27][cH:28][cH:29]2)[CH2:20][CH2:21][NH:22][CH2:23]1.[CH:31]([N:32]([CH2:33][CH3:34])[CH:35]([CH3:36])[CH3:37])([CH3:38])[CH3:39]>>[C:1]([CH3:2])([CH3:3])([CH3:4])[n:5]1[n:6][c:7]([CH2:13][CH2:14][CH2:15][N:22]2[CH2:21][CH2:20][N:19]([c:24]3[cH:25][c:26]([CH3:30])[cH:27][cH:28][cH:29]3)[CH:18]([CH3:17])[CH2:23]2)[cH:8][c:9]1[CH2:10][CH2:11][CH3:12].